Task: describe an organic reaction: reactants, conditions, products, and yield. Dataset: the Open Reaction Database (ORD), a public repository of structured organic reaction records Starting materials: CC1(C)OB(c2ccc(N)cc2)OC1(C)C, ClCCl, Cc1ccc(F)c(N=C=O)c1. Yields the product Cc1ccc(F)c(NC(=O)Nc2ccc(B3OC(C)(C)C(C)(C)O3)cc2)c1. As a reaction SMILES: [CH3:1][C:2]1([CH3:16])[O:3][B:4]([c:9]2[cH:10][cH:11][c:12]([NH2:13])[cH:14][cH:15]2)[O:5][C:6]1([CH3:7])[CH3:8].[Cl:28][CH2:29][Cl:30].[F:17][c:18]1[c:19]([N:25]=[C:26]=[O:27])[cH:20][c:21]([CH3:24])[cH:22][cH:23]1>>[CH3:1][C:2]1([CH3:16])[O:3][B:4]([c:9]2[cH:10][cH:11][c:12]([NH:13][C:26]([NH:25][c:19]3[c:18]([F:17])[cH:23][cH:22][c:21]([CH3:24])[cH:20]3)=[O:27])[cH:14][cH:15]2)[O:5][C:6]1([CH3:7])[CH3:8]. Starting materials: NCCC[Si](OCC)(OCC)C (3-aminopropylmethyldiethoxysilane), C(C=C)N (allylamine), C[Si](N([Si](C)(C)C)CC=C)(C)C (N,N-bis(tri-methylsilyl)allylamine), C[SiH](OC)OC (methyldimethoxysilane). Reagents/catalysts: [Pt] (platinum). Solvent: CO (methanol). The product is NCCC[Si](OC)(OC)C (3-aminopropylmethyldimethoxysilane). Reaction SMILES: [NH2:1][CH2:2][CH2:3][CH2:4][Si:5]([CH3:12])([O:9][CH2:10]C)[O:6][CH2:7]C.C(N)C=C.C[Si](C)(C)N(CC=C)[Si](C)(C)C.C[SiH](OC)OC>[Pt].CO>[NH2:1][CH2:2][CH2:3][CH2:4][Si:5]([CH3:12])([O:9][CH3:10])[O:6][CH3:7]. Reported procedure: German Patent No. 2408480 describes the reaction of a silazane derivative from allylamine and an organohydrochlorosilane, in the presence of a proton acceptor to form an intermediate silazane which then undergoes a hydrosilylation reaction catalyzed by a platinum catalyst. Upon alcoholysis, the intermediate hydrosilylation product forms 3-aminopropylmethyldiethoxysilane in 70% overall yield. A molar excess of at least 50% of allylamine is used in this process. Identification of the beta-isomer i... The reactants are BrC1=CC=C(C=C1)C#C (1-Bromo-4-ethynylbenzene), C[Si](C)(C)N=[N+]=[N-] (trimethylsilyl azide), O=C1C(O)=C([O-])[C@H](O1)[C@@H](O)CO.[Na+] (sodium ascorbate). The solvent is CC(C)(C)O (t-BuOH), O (water), O (water), O (water), O (water). Reaction conditions: temperature 100 celsius, time 48 hour. Yields the product BrC1=CC=C(C=C1)C=1N=NNC1 (4-(4-Bromophenyl)-1H-1,2,3-triazole). As a reaction SMILES: [Br:1][C:2]1[CH:7]=[CH:6][C:5]([C:8]#[CH:9])=[CH:4][CH:3]=1.C[Si]([N:14]=[N+:15]=[N-:16])(C)C.O=C1O[C@H]([C@H](CO)O)C([O-])=C1O.[Na+]>CC(O)(C)C.O>[Br:1][C:2]1[CH:7]=[CH:6][C:5]([C:8]2[N:14]=[N:15][NH:16][CH:9]=2)=[CH:4][CH:3]=1 |f:2.3|. Procedure: 1-Bromo-4-ethynylbenzene (650 mg, 3.59 mmol) and trimethylsilyl azide (3.57 mL, 26.9 mmol) were combined in t-BuOH (5.0 mL) and water (3.0 mL) CuSO4.5H2O (90 mg, 0.36 mmol) in water (1.0 mL) and sodium ascorbate (285 mg, 1.44 mmol) in water (1.0 mL) were added, and the sealed reaction mixture was stirred at 100° C. for 48 h. The mixture was diluted with water and extracted with EtOAc (3×). The combined organic layers were washed with brine, dried (MgSO4), filtered, and evaporated. Flash chromato... Starting materials: CCO, COc1cc([N+](=O)[O-])ccc1O[Si](C(C)C)(C(C)C)C(C)C, [H][H]. The product is COc1cc(N)ccc1O[Si](C(C)C)(C(C)C)C(C)C. Reaction SMILES: [CH3:25][CH2:26][OH:27].[CH:1]([CH3:2])([CH3:3])[Si:4]([O:5][c:6]1[c:7]([O:15][CH3:16])[cH:8][c:9]([N+:12]([O-:13])=[O:14])[cH:10][cH:11]1)([CH:17]([CH3:18])[CH3:19])[CH:20]([CH3:21])[CH3:22].[H:23][H:24]>>[CH:1]([CH3:2])([CH3:3])[Si:4]([O:5][c:6]1[c:7]([O:15][CH3:16])[cH:8][c:9]([NH2:12])[cH:10][cH:11]1)([CH:17]([CH3:18])[CH3:19])[CH:20]([CH3:21])[CH3:22]. Reactants: O=c1cc(-c2c(-c3ccc(Br)cc3)nc(-c3c(F)cccc3Cl)n2O)cc[nH]1, CO. Product: O=c1cc(-c2[nH]c(-c3c(F)cccc3Cl)nc2-c2ccc(Br)cc2)cc[nH]1. RXN SMILES: [Br:1][c:2]1[cH:3][cH:4][c:5](-[c:8]2[n:9][c:10](-[c:21]3[c:22]([Cl:28])[cH:23][cH:24][cH:25][c:26]3[F:27])[n:11]([OH:20])[c:12]2-[c:13]2[cH:14][c:15](=[O:19])[nH:16][cH:17][cH:18]2)[cH:6][cH:7]1.[CH3:29][OH:30]>>[Br:1][c:2]1[cH:3][cH:4][c:5](-[c:8]2[n:9][c:10](-[c:21]3[c:22]([Cl:28])[cH:23][cH:24][cH:25][c:26]3[F:27])[nH:11][c:12]2-[c:13]2[cH:14][c:15](=[O:19])[nH:16][cH:17][cH:18]2)[cH:6][cH:7]1. Run in CC#N (MeCN). The reactants are Cl.N[C@H](C(=O)OCC)C ((S)-ethyl 2-aminopropanoate hydrochloride), C(=O)([O-])[O-].[K+].[K+] (K2CO3), BrCC1=CC=CC=C1 ((bromomethyl)benzene). Isolated yield 98.6%. RXN SMILES: Cl.[NH2:2][C@@H:3]([CH3:9])[C:4]([O:6][CH2:7][CH3:8])=[O:5].C([O-])([O-])=O.[K+].[K+].Br[CH2:17][C:18]1[CH:23]=[CH:22][CH:21]=[CH:20][CH:19]=1>CC#N>[CH2:17]([N:2]([CH2:17][C:18]1[CH:23]=[CH:22][CH:21]=[CH:20][CH:19]=1)[C@@H:3]([CH3:9])[C:4]([O:6][CH2:7][CH3:8])=[O:5])[C:18]1[CH:23]=[CH:22][CH:21]=[CH:20][CH:19]=1 |f:0.1,2.3.4|. Yields the product C(C1=CC=CC=C1)N([C@H](C(=O)OCC)C)CC1=CC=CC=C1 ((S)-ethyl 2-(dibenzylamino)propanoate). Procedure details: To a solution of (S)-ethyl 2-aminopropanoate hydrochloride (4.59 g, 30.0 mmol) and K2CO3 (12.4 g, 90.0 mmol) in MeCN was added (bromomethyl)benzene (12.9 g, 75.0 mmol) at RT. The mixture was stirred at 70° C. for 14 h. The reaction mixture was quenched with aq. NH4Cl. After concentration, the aqueous layer was extracted with EtOAc. The combined organic layers were dried (MgSO4), filtered and concentrated in vacuo. The crude product was purified by SiO2 chromatography eluting with petroleum ether... Conditions: temperature 70 celsius, time 14 hour.